From a dataset of the Open Reaction Database (ORD), a public repository of structured organic reaction records. describe an organic reaction: reactants, conditions, products, and yield Reactants: C1(=CC=CC=C1)CCO (phenylethyl alcohol), SCC(=O)O (mercaptoacetic acid), C1(=CC=C(C=C1)S(=O)(=O)O)C (para-toluene sulphonic acid). Product: C1(=CC=CC=C1)CCOC(CS)=O (PHENYLETHYL-MERCAPTOACETATE). Reaction SMILES: [C:1]1([CH2:7][CH2:8][OH:9])[CH:6]=[CH:5][CH:4]=[CH:3][CH:2]=1.[SH:10][CH2:11][C:12](O)=[O:13].C1(C)C=CC(S(O)(=O)=O)=CC=1>>[C:1]1([CH2:7][CH2:8][O:9][C:12](=[O:13])[CH2:11][SH:10])[CH:6]=[CH:5][CH:4]=[CH:3][CH:2]=1. Procedure details: Into a 100 ml reaction flask equipped with thermometer, reflux condenser, hot plate (with magnetic stirring apparatus included within) and spin bar are placed 12.2 grams of phenylethyl alcohol; 23.0 grams mercaptoacetic acid; and 0.5 grams of para-toluene sulphonic acid. Reactants: CC(C)(C)OC(=O)N1CC2CCN(c3cncc(C#N)c3)C2C1, O=C(O)C(F)(F)F. Yields the product N#Cc1cncc(N2CCC3CNCC32)c1. As a reaction SMILES: [C:1](#[N:2])[c:3]1[cH:4][c:5]([N:9]2[CH:10]3[CH:11]([CH2:12][CH2:13]2)[CH2:14][N:15]([C:17]([O:18][C:19]([CH3:20])([CH3:21])[CH3:22])=[O:23])[CH2:16]3)[cH:6][n:7][cH:8]1.[OH:24][C:25]([C:26]([F:27])([F:28])[F:29])=[O:30]>>[C:1](#[N:2])[c:3]1[cH:4][c:5]([N:9]2[CH:10]3[CH:11]([CH2:12][CH2:13]2)[CH2:14][NH:15][CH2:16]3)[cH:6][n:7][cH:8]1. Starting materials: CC1(NC(=O)OC(C)(C)C)CCN(C(=O)OCc2ccccc2)C1, CO. Product: CC1(NC(=O)OC(C)(C)C)CCNC1. As a reaction SMILES: [C:1]([CH3:2])([CH3:3])([CH3:4])[O:5][C:6](=[O:7])[NH:8][C:9]1([CH3:24])[CH2:10][N:11]([C:14]([O:15][CH2:16][c:17]2[cH:18][cH:19][cH:20][cH:21][cH:22]2)=[O:23])[CH2:12][CH2:13]1.[CH3:25][OH:26]>>[C:1]([CH3:2])([CH3:3])([CH3:4])[O:5][C:6](=[O:7])[NH:8][C:9]1([CH3:24])[CH2:10][NH:11][CH2:12][CH2:13]1. The reactants are C1(CCCCC1)CN(C(C(F)(F)F)=O)C1=CC(=CC=C1)\C=C\CNC(C(F)(F)F)=O ((E)-N-(cyclohexylmethyl)-2,2,2-trifluoro-N-(3-(3-(2,2,2-trifluoroacetamido)prop-1-enyl)phenyl)acetamide), C(=O)([O-])[O-].[K+].[K+] (K2CO3), O (H2O). Run in CO (MeOH). Reaction conditions: time 16 hour. The product is NCC=CC=1C=C(NCC2CCCCC2)C=CC1 (3-(3-aminoprop-1-enyl)-N-(cyclohexylmethyl)aniline). RXN SMILES: [CH:1]1([CH2:7][N:8]([C:15]2[CH:20]=[CH:19][CH:18]=[C:17](/[CH:21]=[CH:22]/[CH2:23][NH:24]C(=O)C(F)(F)F)[CH:16]=2)C(=O)C(F)(F)F)[CH2:6][CH2:5][CH2:4][CH2:3][CH2:2]1.C([O-])([O-])=O.[K+].[K+].O>CO>[NH2:24][CH2:23][CH:22]=[CH:21][C:17]1[CH:16]=[C:15]([CH:20]=[CH:19][CH:18]=1)[NH:8][CH2:7][CH:1]1[CH2:2][CH2:3][CH2:4][CH2:5][CH2:6]1 |f:1.2.3|. Procedure details: A mixture of (E)-N-(cyclohexylmethyl)-2,2,2-trifluoro-N-(3-(3-(2,2,2-trifluoroacetamido)prop-1-enyl)phenyl)acetamide (0.2 g, 0.45 mmol) and K2CO3 (0.19 g, 1.37 mmol) in MeOH:H2O was stirred at room temperature for 24 h and then at 50° C. for 16 h. The solvent was removed under reduced pressure. Purification by column chromatography (5% to 10% MeOH—CH2Cl2 gradient) gave 3-(3-aminoprop-1-enyl)-N-(cyclohexylmethyl)aniline as pale brown semi-solid. Yield (0.06 g, 54%); 1H NMR (400 MHz, DMSO-d6) δ 6....